From a dataset of the Open Reaction Database (ORD), a public repository of structured organic reaction records. describe an organic reaction: reactants, conditions, products, and yield Starting materials: C(C1=CC=CC=C1)(C1=CC=CC=C1)OC(=O)C=1N2C(C(C2SCC1C1=CN=CS1)NC(=O)OC(C)(C)C)=O (2-benzhydryloxycarbonyl-7-t-butoxycarbonylamino-8-oxo-3-(thiazol-5-yl)-5-thia-1-azabicyclo[4.2.0]oct-2-ene), FC(C(=O)O)(F)F (trifluoroacetic acid). Yields the product FC(C(=O)O)(F)F.NC1C2SCC(=C(N2C1=O)C(=O)O)C1=CN=CS1 (7-Amino-2-carboxy-8-oxo-3-(thiazol-5-yl)-5-thia-1-azabicyclo[4.2.0]-oct-2-ene trifluoroacetate). RXN SMILES: C([O:14][C:15]([C:17]1[N:18]2[CH:21]([S:22][CH2:23][C:24]=1[C:25]1[S:29][CH:28]=[N:27][CH:26]=1)[CH:20]([NH:30]C(OC(C)(C)C)=O)[C:19]2=[O:38])=[O:16])(C1C=CC=CC=1)C1C=CC=CC=1.[F:39][C:40]([F:45])([F:44])[C:41]([OH:43])=[O:42]>>[F:39][C:40]([F:45])([F:44])[C:41]([OH:43])=[O:42].[NH2:30][CH:20]1[C:19](=[O:38])[N:18]2[CH:21]1[S:22][CH2:23][C:24]([C:25]1[S:29][CH:28]=[N:27][CH:26]=1)=[C:17]2[C:15]([OH:16])=[O:14] |f:2.3|. Procedure: Following the working method described in Example 6, 2-benzhydryloxycarbonyl-7-t-butoxycarbonylamino-8-oxo-3-(thiazol-5-yl)-5-thia-1-azabicyclo[4.2.0]oct-2-ene (5.2 g) is treated with trifluoroacetic acid (80 cc). 7-Amino-2-carboxy-8-oxo-3-(thiazol-5-yl)-5-thia-1-azabicyclo[4.2.0]-oct-2-ene trifluoroacetate (4 g) is obtained in the form of a cream-coloured solid. Starting materials: NCCC[C@@H]1N\C(\NC1)=N\C(=O)C1=NC(=C(N=C1N)N)Cl (3,5-Diamino-6-chloro-pyrazine-2-carboxylic acid [(S)-4-(3-amino-propyl)-imidazolidin-(2E)-ylidene]-amide), C1(=CC=CC=C1)CC(=O)Cl (phenylacetyl chloride). The solvent is CN(C)C=O (DMF). Reaction conditions: time 10 minute. The product is C1(=CC=CC=C1)CC(=O)NCCC[C@@H]1N\C(\NC1)=N\C(=O)C1=NC(=C(N=C1N)N)Cl (3,5-Diamino-6-chloro-pyrazine-2-carboxylic acid [(S)-4-(3-phenylacetylamino-propyl)-imidazolidin-(2E)-ylidene]-amide). RXN SMILES: [NH2:1][CH2:2][CH2:3][CH2:4][C@H:5]1[CH2:9][NH:8]/[C:7](=[N:10]\[C:11]([C:13]2[C:18]([NH2:19])=[N:17][C:16]([NH2:20])=[C:15]([Cl:21])[N:14]=2)=[O:12])/[NH:6]1.[C:22]1([CH2:28][C:29](Cl)=[O:30])[CH:27]=[CH:26][CH:25]=[CH:24][CH:23]=1>CN(C=O)C>[C:22]1([CH2:28][C:29]([NH:1][CH2:2][CH2:3][CH2:4][C@H:5]2[CH2:9][NH:8]/[C:7](=[N:10]\[C:11]([C:13]3[C:18]([NH2:19])=[N:17][C:16]([NH2:20])=[C:15]([Cl:21])[N:14]=3)=[O:12])/[NH:6]2)=[O:30])[CH:27]=[CH:26][CH:25]=[CH:24][CH:23]=1. Reported procedure: To a solution of 3,5-Diamino-6-chloro-pyrazine-2-carboxylic acid [(S)-4-(3-amino-propyl)-imidazolidin-(2E)-ylidene]-amide (Ex. 31) (0.030 g, 0.96 mmol) in DMF (2 ml), phenylacetyl chloride (0.013 ml, 0.096 mmol) is added. The yellow solution is stirred at room temperature for 10 minutes. Purification by catch and release resin (SCX-2) eluting with MeOH and 7M NH3 in MeOH affords the title compound; [M+H]+ 430.98 The reactants are N1CCC2=CC=CC=C12 (indoline), CSC1=NC=C(C(=N1)O)C(=O)OCC (ethyl 2-methylthio-4-hydroxypyrimidine-5-carboxylate). Run in C(C)O (ethanol). Yields the product OC1=NC(=NC=C1C(=O)OCC)N1CCC2=CC=CC=C12 (ethyl 4-hydroxy-2-(2,3-dihydro-1H-indol-1-yl)-5-pyrimidinecarboxylate). Yield: 77.1%. RXN SMILES: [NH:1]1[C:9]2[C:4](=[CH:5][CH:6]=[CH:7][CH:8]=2)[CH2:3][CH2:2]1.CS[C:12]1[N:17]=[C:16]([OH:18])[C:15]([C:19]([O:21][CH2:22][CH3:23])=[O:20])=[CH:14][N:13]=1>C(O)C>[OH:18][C:16]1[C:15]([C:19]([O:21][CH2:22][CH3:23])=[O:20])=[CH:14][N:13]=[C:12]([N:1]2[C:9]3[C:4](=[CH:5][CH:6]=[CH:7][CH:8]=3)[CH2:3][CH2:2]2)[N:17]=1. Procedure: To a solution of indoline (3.58 g, 30 mmol) in ethanol (50 mL) was added ethyl 2-methylthio-4-hydroxypyrimidine-5-carboxylate (5.35 g, 25 mmol) and the mixture was heated under reflux for 18 h. The reaction mixture was allowed to cool to room temperature and the precipitated crystals were collected by filtration. The crystals were washed several times with cold ethanol and dried to give the title compound (5.5 g, 77%) as crystals. The reactants are O=C([O-])[O-], NC1CCCN(Cc2ccccc2)C1, CCOC(=O)C=Cc1cnc(Cl)cn1, Cl, Cl, [K+], [K+], CN(C)C=O. Yields the product CCOC(=O)C=Cc1cnc(NC2CCCN(Cc3ccccc3)C2)cn1. As a reaction SMILES: [C:15](=[O:16])([O-:17])[O-:18].[CH2:23]([c:24]1[cH:25][cH:26][cH:27][cH:28][cH:29]1)[N:30]1[CH2:31][CH:32]([NH2:36])[CH2:33][CH2:34][CH2:35]1.[Cl:1][c:2]1[n:3][cH:4][c:5]([CH:8]=[CH:9][C:10](=[O:11])[O:12][CH2:13][CH3:14])[n:6][cH:7]1.[ClH:21].[ClH:22].[K+:19].[K+:20].[O:37]=[CH:38][N:39]([CH3:40])[CH3:41]>>[c:2]1([NH:36][CH:32]2[CH2:31][N:30]([CH2:23][c:24]3[cH:25][cH:26][cH:27][cH:28][cH:29]3)[CH2:35][CH2:34][CH2:33]2)[n:3][cH:4][c:5]([CH:8]=[CH:9][C:10](=[O:11])[O:12][CH2:13][CH3:14])[n:6][cH:7]1. The reactants are C(C)OC(=O)C=1C=C2CC(C(NC2=CC1)C1=CC(=CC=C1)Br)(C)C (2-(3-bromo-phenyl)-3,3-dimethyl-1,2,3,4-tetrahydro-quinoline-6-carboxylic acid ethyl ester), C(=O)(O)C1=CC=C(C=C1)B(O)O (4-carboxyphenylboronic acid), C([O-])([O-])=O.[Na+].[Na+] (sodium carbonate), O (water). Reagents/catalysts: C=1C=CC(=CC1)[P](C=2C=CC=CC2)(C=3C=CC=CC3)[Pd]([P](C=4C=CC=CC4)(C=5C=CC=CC5)C=6C=CC=CC6)([P](C=7C=CC=CC7)(C=8C=CC=CC8)C=9C=CC=CC9)[P](C=1C=CC=CC1)(C=1C=CC=CC1)C=1C=CC=CC1 (tetrakis(triphenylphosphine)palladium(0)). The solvent is O1CCOCC1 (dioxane), C(C)(=O)OCC (ethyl acetate). Yields the product C(C)OC(=O)C=1C=C2CC(C(NC2=CC1)C=1C=C(C=CC1)C1=CC=C(C=C1)C(=O)O)(C)C (2-(4′-carboxy-biphenyl-3-yl)-3,3-dimethyl-1,2,3,4-tetrahydro-quinoline-6-carboxylic acid ethyl ester). The yield is 76.9%. As a reaction SMILES: [CH2:1]([O:3][C:4]([C:6]1[CH:7]=[C:8]2[C:13](=[CH:14][CH:15]=1)[NH:12][CH:11]([C:16]1[CH:21]=[CH:20][CH:19]=[C:18](Br)[CH:17]=1)[C:10]([CH3:24])([CH3:23])[CH2:9]2)=[O:5])[CH3:2].[C:25]([C:28]1[CH:33]=[CH:32][C:31](B(O)O)=[CH:30][CH:29]=1)([OH:27])=[O:26].C(=O)([O-])[O-].[Na+].[Na+].O>O1CCOCC1.C(OCC)(=O)C.C1C=CC([P]([Pd]([P](C2C=CC=CC=2)(C2C=CC=CC=2)C2C=CC=CC=2)([P](C2C=CC=CC=2)(C2C=CC=CC=2)C2C=CC=CC=2)[P](C2C=CC=CC=2)(C2C=CC=CC=2)C2C=CC=CC=2)(C2C=CC=CC=2)C2C=CC=CC=2)=CC=1>[CH2:1]([O:3][C:4]([C:6]1[CH:7]=[C:8]2[C:13](=[CH:14][CH:15]=1)[NH:12][CH:11]([C:16]1[CH:17]=[C:18]([C:31]3[CH:32]=[CH:33][C:28]([C:25]([OH:27])=[O:26])=[CH:29][CH:30]=3)[CH:19]=[CH:20][CH:21]=1)[C:10]([CH3:24])([CH3:23])[CH2:9]2)=[O:5])[CH3:2] |f:2.3.4,^1:59,61,80,99|. Procedure: To a mixture of 2-(3-bromo-phenyl)-3,3-dimethyl-1,2,3,4-tetrahydro-quinoline-6-carboxylic acid ethyl ester (4.0 g, 10.3 mmol), 4-carboxyphenylboronic acid (2.5 g, 15.4 mmol) and tetrakis(triphenylphosphine)palladium(0) (1.2 g, 1.1 mmol) in dioxane (10 mL) was added 2 M sodium carbonate solution in water (10 mL, 20 mmol). The resulting mixture was subjected to microwave irradiation for 60 min at 110° C. The mixture was diluted with ethyl acetate (150 mL), washed with saturated aqueous sodium bica... The reactants are NC1=C(SC=C1N)C1=CC=C(C=C1)C=1SC=C(C1N)N (2-[4-(3,4-diaminothien-2-yl)phenyl]thiophene-3,4-diamine), NC(=O)N (urea), C(CCCC)O (amyl alcohol). Run at temperature 130 celsius. The product is O=C1NC=2C(N1)=CSC2C2=CC=C(C=C2)C=2SC=C1NC(NC12)=O (4-[4-(2,3-dihydro-2-oxo-1H-thieno[3,4-d]imidazol-4-yl)phenyl]-2,3-dihydro-1H-thieno[3,4-d]imidazol-2-one). Reaction SMILES: [NH2:1][C:2]1[C:6]([NH2:7])=[CH:5][S:4][C:3]=1[C:8]1[CH:13]=[CH:12][C:11]([C:14]2[S:15][CH:16]=[C:17]([NH2:20])[C:18]=2[NH2:19])=[CH:10][CH:9]=1.N[C:22](N)=[O:23].[CH2:25]([OH:30])CCCC>>[O:30]=[C:25]1[NH:20][C:17]2=[CH:16][S:15][C:14]([C:11]3[CH:10]=[CH:9][C:8]([C:3]4[S:4][CH:5]=[C:6]5[C:2]=4[NH:1][C:22](=[O:23])[NH:7]5)=[CH:13][CH:12]=3)=[C:18]2[NH:19]1. Procedure: To the resulting 2-[4-(3,4-diaminothien-2-yl)phenyl]thiophene-3,4-diamine were added 2.2 equivalents of urea and amyl alcohol in an amount equivalent to 10 ml/mmol, and under argon gas atmosphere, a reaction was advanced by refluxing at 130° C. for 5 hours, then amyl alcohol was distilled off and the residue was purified by silica gel column chromatography using an ethyl acetate/hexane solvent, so that 4-[4-(2,3-dihydro-2-oxo-1H-thieno[3,4-d]imidazol-4-yl)phenyl]-2,3-dihydro-1H-thieno[3,4-d]imid... The reactants are [Li]CCCC (n-BuLi), COC=1C=CC2=C(C=CO2)C1 (5-Methoxybenzofuran), B(OCCCC)(OCCCC)OCCCC (tributyl borate). The solvent is C1CCOC1 (THF). Conditions: temperature -30 celsius, time 1 hour. Yields the product COC=1C=CC2=C(C=C(O2)B(O)O)C1 (5-methoxybenzofuran-2-ylboronic acid). The yield is 57.5%. Reaction SMILES: [CH3:1][O:2][C:3]1[CH:4]=[CH:5][C:6]2[O:10][CH:9]=[CH:8][C:7]=2[CH:11]=1.[Li]CCCC.[B:17](OCCCC)([O:23]CCCC)[O:18]CCCC>C1COCC1>[CH3:1][O:2][C:3]1[CH:4]=[CH:5][C:6]2[O:10][C:9]([B:17]([OH:23])[OH:18])=[CH:8][C:7]=2[CH:11]=1. Reported procedure: 5-Methoxybenzofuran (5.3 g, 35.8 mmol) was dissolved in anhydrous THF (120 mL) and cooled to −30° C. The solution was treated with n-BuLi (18 mL, 45 mmol, 2.5 M in hexanes) over 30 min, maintaining the internal temperature at −30° C. during the addition to give a yellow solution. After 1 h at −30° C., tributyl borate (12.2 mL, 45.1 mmol) was added over 10 min and the solution became pale yellow. The resulting solution was allowed to warm slowly to 14° C. over 12 h, then was quenched with 6 M HCl... Reactants: O (water), C([O-])([O-])=O.[K+].[K+] (potassium carbonate), N1=CC(=CC=C1)N=C=O (3-pyridylisocyanate), ClC=1C=C(C=C(C1)Cl)S(=O)(=O)N(C=1C=C2CCNC2=CC1)CC(=O)OC(C)(C)C (tert.butyl [(3,5-dichloro-phenylsulphonyl)-(2,3-dihydro-1H-indol-5-yl)-amino]-acetate). Solvent: ClCCl (dichloromethane), ClCCl (dichloromethane). Conditions: time 8 hour. Yields the product ClC=1C=C(C=C(C1)Cl)S(=O)(=O)N(C=1C=C2CCN(C2=CC1)C(NC=1C=NC=CC1)=O)CC(=O)O ({(3,5-dichloro-phenylsulphonyl)-[1-(pyridin-3-ylcarbamoyl)-2,3-dihydro-1H-indol-5-yl]-amino}-acetic acid). RXN SMILES: [Cl:1][C:2]1[CH:3]=[C:4]([S:9]([N:12]([CH2:22][C:23]([O:25]C(C)(C)C)=[O:24])[C:13]2[CH:14]=[C:15]3[C:19](=[CH:20][CH:21]=2)[NH:18][CH2:17][CH2:16]3)(=[O:11])=[O:10])[CH:5]=[C:6]([Cl:8])[CH:7]=1.C(=O)([O-])[O-].[K+].[K+].[N:36]1[CH:41]=[CH:40][CH:39]=[C:38]([N:42]=[C:43]=[O:44])[CH:37]=1.O>ClCCl>[Cl:1][C:2]1[CH:3]=[C:4]([S:9]([N:12]([CH2:22][C:23]([OH:25])=[O:24])[C:13]2[CH:14]=[C:15]3[C:19](=[CH:20][CH:21]=2)[N:18]([C:43](=[O:44])[NH:42][C:38]2[CH:37]=[N:36][CH:41]=[CH:40][CH:39]=2)[CH2:17][CH2:16]3)(=[O:10])=[O:11])[CH:5]=[C:6]([Cl:8])[CH:7]=1 |f:1.2.3|. Procedure details: 220 mg tert.butyl [(3,5-dichloro-phenylsulphonyl)-(2,3-dihydro-1H-indol-5-yl)-amino]-acetate are dissolved in 10 ml dichloromethane. 166 mg potassium carbonate and 121 mg 3-pyridylisocyanate are added and the mixture is stirred overnight at ambient temperature. The reaction mixture is divided between water and dichloromethane. The aqueous phase is extracted twice with dichloromethane and the combined organic phases are dried on sodium sulphate. The solvent is eliminated in vacuo and the residue ... The product is NC1(C2C(C2C(C1)O)C(=O)O)C(=O)O (2-amino-4-hydroxybicyclo[3.1.0]hexane-2,6-dicarboxylic acid). RXN SMILES: [NH2:1][C@@:2]1([C:12]([OH:14])=[O:13])[CH2:7][C:6](=[O:8])[C@@H:5]2[C@H:3]1[C@H:4]2[C:9]([OH:11])=[O:10].N[C@]1(C(O)=O)C[C@H](F)[C@H]2[C@@H]1[C@@H]2C(O)=O.N[C@@]1(C(O)=O)CC(=C)[C@@H]2[C@H]1[C@H]2C(O)=O.N[C@H](C([O-])=O)CCC([O-])=O>>[NH2:1][C:2]1([C:12]([OH:14])=[O:13])[CH2:7][CH:6]([OH:8])[CH:5]2[CH:3]1[CH:4]2[C:9]([OH:11])=[O:10]. Procedure details: Particularly preferred compounds of formula I are (1S*,2S*,5R*,6R*)-2-amino-4-oxobicyclo[3.1.0]hexane-2,6-dicarboxylic acid; (1S*,2S*,5R*,6R*)-2-amino-4-[anti]-hydroximinobicyclo[3.1.0]hexane-2,6-dicarboxylic acid; (1S*,2S*,5R*,6R*)-2-amino-4-[syn] -hydroximinobicyclo-[3.1.0]hexane-2,6-dicarboxylic acid; (1S*,2R*,4S*,5S*,6S*)-2-amino-4-fluorobicyclo[3.1.0]hexane-2,6-dicarboxylic acid; (1S*,2S-,5R*,6S*)-2-amino-4-Z-carboxymethylenebicyclo-[3.1.0]hexane-2,6-dicarboxylic acid and (1S*,2S*,5R*,6S*)-... Starting materials: (1S*,2S-,5R*,6S*)-2-amino-4-Z-carboxymethylenebicyclo-[3.1.0]hexane-2,6-dicarboxylic acid, N[C@@]1([C@@H]2[C@H]([C@@H]2C(C1)=O)C(=O)O)C(=O)O ((1S*,2S*,5R*,6R*)-2-amino-4-oxobicyclo[3.1.0]hexane-2,6-dicarboxylic acid), N[C@]1([C@H]2[C@@H]([C@H]2[C@H](C1)F)C(=O)O)C(=O)O ((1S*,2R*,4S*,5S*,6S*)-2-amino-4-fluorobicyclo[3.1.0]hexane-2,6-dicarboxylic acid), N[C@@H](CCC(=O)[O-])C(=O)[O-] (glutamate), (1S*,2S*,5R*,6R*)-2-amino-4-[anti]-hydroximinobicyclo[3.1.0]hexane-2,6-dicarboxylic acid, (1S*,2S*,5R*,6R*)-2-amino-4-[syn] -hydroximinobicyclo-[3.1.0]hexane-2,6-dicarboxylic acid, N[C@@]1([C@@H]2[C@H]([C@@H]2C(C1)=C)C(=O)O)C(=O)O ((1S*,2S*,5R*,6S*)-2-amino-4-methylenebicyclo[3.1.0]hexane-2,6-dicarboxylic acid). Reactants: [H][H] (hydrogen), ClC1=CC(=C(N)C(=C1)[N+](=O)[O-])I (4-chloro-2-iodo-6-nitroaniline), O1CCCC1 (tetrahydrofuran), FeCl2.4H2O. The reagents and catalysts are Pt Pb CaCO3. Solvent: C(CC)O (1-propanol). Yields the product ClC1=CC(=C(C(=C1)I)N)N (4-chloro-6-iodo-1,2-phenylenediamine). Isolated yield 96.3%. As a reaction SMILES: [Cl:1][C:2]1[CH:8]=[C:7]([N+:9]([O-])=O)[C:5]([NH2:6])=[C:4]([I:12])[CH:3]=1.O1CCCC1.[H][H]>C(O)CC>[Cl:1][C:2]1[CH:3]=[C:4]([I:12])[C:5]([NH2:6])=[C:7]([NH2:9])[CH:8]=1. Procedure: 1.5 g of 4-chloro-2-iodo-6-nitroaniline together with 50 ml of tetrahydrofuran and 10 ml of 1-propanol are initially introduced into a stirred autoclave. 5 mg of FeCl2.4H2O and 0.3 g Pt/Pb-CaCO3 catalyst are added to the solution, and hydrogenation is carried out at 130° C. and 20 bar of hydrogen. After the hydrogenation has come to a standstill, the reaction mixture is cooled to room temperature, the reactor is rendered inert with nitrogen and the catalyst is filtered off. After filtration, the...